From a dataset of the Open Reaction Database (ORD), a public repository of structured organic reaction records. describe an organic reaction: reactants, conditions, products, and yield The product is NCCCCNC(=O)c1cccc(Nc2ncc3c(n2)-c2ccc(Cl)cc2NC(=O)C3)c1. The reactants are CC(C)(C)OC(=O)NCCCCNC(=O)c1cccc(Nc2ncc3c(n2)-c2ccc(Cl)cc2NC(=O)C3)c1, CC(C)(C)OC(=O)NCCCCN. RXN SMILES: [C:14]([O:15][C:16](=[O:17])[NH:20][CH2:21][CH2:22][CH2:23][CH2:24][NH:25][C:26]([c:27]1[cH:28][c:29]([NH:33][c:34]2[n:35][cH:36][c:37]3[c:38]([n:50]2)-[c:39]2[c:40]([cH:45][c:46]([Cl:49])[cH:47][cH:48]2)[NH:41][C:42](=[O:44])[CH2:43]3)[cH:30][cH:31][cH:32]1)=[O:51])([CH3:18])([CH3:19])[CH3:52].[NH2:1][CH2:2][CH2:3][CH2:4][CH2:5][NH:6][C:7](=[O:8])[O:9][C:10]([CH3:11])([CH3:12])[CH3:13]>>[NH2:20][CH2:21][CH2:22][CH2:23][CH2:24][NH:25][C:26]([c:27]1[cH:28][c:29]([NH:33][c:34]2[n:35][cH:36][c:37]3[c:38]([n:50]2)-[c:39]2[c:40]([cH:45][c:46]([Cl:49])[cH:47][cH:48]2)[NH:41][C:42](=[O:44])[CH2:43]3)[cH:30][cH:31][cH:32]1)=[O:51].